Dataset: the Open Reaction Database (ORD), a public repository of structured organic reaction records. Task: describe an organic reaction: reactants, conditions, products, and yield Starting materials: known compound, COC1=CC=C(C=C1)CC#N ((p-methoxyphenyl)acetonitrile), C(C(=C)C)(=O)OC (methyl methacrylate). Run in C(C)(C)(C)O (t-butyl alcohol). Yields the product COC(CCC(CCC(=O)OC)(C1=CC=C(C=C1)OC)C#N)=O (dimethyl-4-cyano-4-(4-methoxyphenyl)pimelate). The yield is 70.2%. As a reaction SMILES: [CH3:1][O:2][C:3]1[CH:8]=[CH:7][C:6]([CH2:9][C:10]#[N:11])=[CH:5][CH:4]=1.[C:12]([O:17][CH3:18])(=[O:16])[C:13](C)=[CH2:14]>C(O)(C)(C)C>[CH3:18][O:17][C:12](=[O:16])[CH2:13][CH2:14][C:9]([C:10]#[N:11])([C:6]1[CH:7]=[CH:8][C:3]([O:2][CH3:1])=[CH:4][CH:5]=1)[CH2:14][CH2:13][C:12]([O:17][CH3:18])=[O:16]. Procedure details: A mixture of 36.75 g. (0.25 mole) of the known compound (p-methoxyphenyl)acetonitrile and 116 ml. of methyl methacrylate in 120 ml. of t-butyl alcohol is heated to reflux. The heat is removed and 38 ml. of 40% methanolic Triton B in 56 ml. of t-butyl alcohol quickly added. After about 4 hours of heating at reflux the mixture is allowed to cool and taken up in water and benzene. The organic layer is washed successively with 2.5 N hydrochloric acid, water and brine and then evaporated to dryness. ...